Dataset: the Open Reaction Database (ORD), a public repository of structured organic reaction records. Task: describe an organic reaction: reactants, conditions, products, and yield Starting materials: FC(C1=C(C=NC=C1)C(=O)O)(F)F (4-trifluoromethyl-3-pyridinecarboxylic acid), C(=O)(N1C=NC=C1)N1C=NC=C1 (carbonyldiimidazole), C(C)OC(=O)NC=NO (ethoxycarbonylformamide oxime). The solvent is O1CCOCC1 (1,4-dioxane). Run at time 1 hour. Product: NC(C(=O)OCC)=NOC(=O)C=1C=NC=CC1C(F)(F)F (Ethyl 2-Amino-2-(4-trifluoromethyl-3-pyridinecarbonyloxyimino)acetate). As a reaction SMILES: [C:1]([N:8]1C=CN=C1)([N:3]1C=CN=C1)=O.[F:13][C:14]([F:25])([F:24])[C:15]1[CH:20]=[CH:19][N:18]=[CH:17][C:16]=1[C:21]([OH:23])=[O:22].[CH2:26]([O:28][C:29](NC=NO)=[O:30])[CH3:27]>O1CCOCC1>[NH2:8][C:1](=[N:3][O:22][C:21]([C:16]1[CH:17]=[N:18][CH:19]=[CH:20][C:15]=1[C:14]([F:13])([F:24])[F:25])=[O:23])[C:29]([O:28][CH2:26][CH3:27])=[O:30]. Procedure: 17.3 g of carbonyldiimidazole are initially charged in 200 ml of 1,4-dioxane and, a little at a time, admixed with 20 g of 4-trifluoromethyl-3-pyridinecarboxylic acid. The mixture is stirred at room temperature for 1 h and subsequently heated to 45° C. for 2 h. After cooling to 30° C., 14.5 g of ethoxycarbonylformamide oxime are added and the mixture is stirred at 45° C. for 3 h. The precipitated solid is filtered off with suction and the filtrate is concentrated to 50 ml and, together with the ... Procedure: Using the procedure of Example 1,800 mg of electrolytic zinc, 2 ml of anhydrous tetrahydrofuran and 3.05 g of [(2'-(methoxycarbonyl)-(1,1'-biphenyl)-4-yl)-methyl]-bromide in 12 ml of anhydrous tetrahydrofuran were reacted. Reactants: [Zn] (zinc), COC(=O)C1=C(C=CC=C1)C1=CC=C(C=C1)CBr ([(2'-(methoxycarbonyl)-(1,1'-biphenyl)-4-yl)-methyl]-bromide). Yields the product [Br-].COC(=O)C1=C(C=CC=C1)C1=CC=C(C=C1)C[Zn+] ([[2'-(methoxycarbonyl)-(1,1'-biphenyl)-4-yl]-methyl]zinc bromide). Run in O1CCCC1 (tetrahydrofuran), O1CCCC1 (tetrahydrofuran). As a reaction SMILES: [Zn:1].[CH3:2][O:3][C:4]([C:6]1[CH:11]=[CH:10][CH:9]=[CH:8][C:7]=1[C:12]1[CH:17]=[CH:16][C:15]([CH2:18][Br:19])=[CH:14][CH:13]=1)=[O:5]>O1CCCC1>[Br-:19].[CH3:2][O:3][C:4]([C:6]1[CH:11]=[CH:10][CH:9]=[CH:8][C:7]=1[C:12]1[CH:17]=[CH:16][C:15]([CH2:18][Zn+:1])=[CH:14][CH:13]=1)=[O:5] |f:3.4|. Reactants: C(C)OC(=O)C1NCCNC1 (2-ethoxycarbonylpiperazine), C(C)(C)Br (isopropyl bromide). The product is C(C)(C)N1C(CN(CC1)C(C)C)C=1NCCN1 (1,4-diisopropyl-2-(4,5-dihydro[1H]imidazol-2-yl)piperazine). Isolated yield 35.0%. RXN SMILES: C(O[C:4]([CH:6]1[CH2:11][NH:10][CH2:9][CH2:8][NH:7]1)=O)C.[CH:12](Br)([CH3:14])[CH3:13]>>[CH:12]([N:7]1[CH2:8][CH2:9][N:10]([CH:6]([CH3:11])[CH3:4])[CH2:11][CH:6]1[C:4]1[NH:7][CH2:8][CH2:9][N:10]=1)([CH3:14])[CH3:13]. Procedure: Reacting 2-ethoxycarbonylpiperazine with 2,2 aquivalents of isopropyl bromide in the same conditions as for example 21, and treating the obtained product in the same conditions as for example 1, step d, the desired product is obtained. The reactants are C(C)(=O)OCC (ethyl acetate), [H-].[Na+] (sodium hydride), BrC(C(=O)OC(C1=CC=CC=C1)C1=CC=CC=C1)C1=CC=CC=C1 (diphenyl-methyl α-bromophenylacetate), C(C1=CC=CC=C1)OC(=O)NC(=N)C1=CC=C(OCCCCN2C(C(NCC2)=O)=O)C=C1 (1-[4-(4-benzyloxycarbonylamidinophenoxy)butyl]-2,3-dioxopiperazine). Run in O (water), CN(C=O)C (N,N-dimethylformamide). Reaction conditions: time 2 hour. The product is C(C1=CC=CC=C1)OC(=O)NC(=N)C1=CC=C(OCCCCN2C(C(N(CC2)C(C(=O)OC(C2=CC=CC=C2)C2=CC=CC=C2)C2=CC=CC=C2)=O)=O)C=C1 (diphenylmethyl α-[4-[4-(4-benzyloxycarbonylamidino-phenoxy) butyl]-2,3-dioxopiperazin-1-yl]-α-phenylacetate). Yield: 88.0%. As a reaction SMILES: [CH2:1]([O:8][C:9]([NH:11][C:12]([C:14]1[CH:32]=[CH:31][C:17]([O:18][CH2:19][CH2:20][CH2:21][CH2:22][N:23]2[CH2:28][CH2:27][NH:26][C:25](=[O:29])[C:24]2=[O:30])=[CH:16][CH:15]=1)=[NH:13])=[O:10])[C:2]1[CH:7]=[CH:6][CH:5]=[CH:4][CH:3]=1.[H-].[Na+].Br[CH:36]([C:53]1[CH:58]=[CH:57][CH:56]=[CH:55][CH:54]=1)[C:37]([O:39][CH:40]([C:47]1[CH:52]=[CH:51][CH:50]=[CH:49][CH:48]=1)[C:41]1[CH:46]=[CH:45][CH:44]=[CH:43][CH:42]=1)=[O:38].C(OCC)(=O)C>CN(C)C=O.O>[CH2:1]([O:8][C:9]([NH:11][C:12]([C:14]1[CH:32]=[CH:31][C:17]([O:18][CH2:19][CH2:20][CH2:21][CH2:22][N:23]2[CH2:28][CH2:27][N:26]([CH:36]([C:53]3[CH:58]=[CH:57][CH:56]=[CH:55][CH:54]=3)[C:37]([O:39][CH:40]([C:41]3[CH:42]=[CH:43][CH:44]=[CH:45][CH:46]=3)[C:47]3[CH:52]=[CH:51][CH:50]=[CH:49][CH:48]=3)=[O:38])[C:25](=[O:29])[C:24]2=[O:30])=[CH:16][CH:15]=1)=[NH:13])=[O:10])[C:2]1[CH:7]=[CH:6][CH:5]=[CH:4][CH:3]=1 |f:1.2|. Procedure: In 5 ml of N,N-dimethylformamide was dissolved 0.2 g of 1-[4-(4-benzyloxycarbonylamidinophenoxy)butyl]-2,3-dioxopiperazine, followed by adding thereto 20 mg of sodium hydride (60%, oil), and the resulting mixture was stirred at 50° C. for 30 minutes. The reaction mixture was cooled to room temperature and 0.17 g of diphenyl-methyl α-bromophenylacetate was added thereto. After stirring at the same temperature for 2 hours, the reaction mixture was added to a mixed solvent of 20 ml of ethyl acetate... Reactants: FC=1C=C(C=CC1)C1(CCN(CC1)C(=O)OC(C)(C)C)CCCN1CCCC1 (tert-butyl 4-(3-fluorophenyl)-4-(3-(pyrrolidin-1-yl)propyl)piperidine-1-carboxylate), ClC1=C(C(=CC=C1)C)S(=O)(=O)N(C1CC1)CCOCC(=O)O (2-(2-(2-chloro-N-cyclopropyl-6-methylphenylsulfonamido)ethoxy)acetic acid), CCN=C=NCCCN(C)C (EDCI), C=1C=CC2=C(C1)N=NN2O (HOBt), CCN(C(C)C)C(C)C (DIPEA), vi, C(=O)(C(F)(F)F)O (TFA). Run in ClCCl (dichloromethane), ClCCl (dichloromethane), ClCCl (dichloromethane). Run at time 16 hour. The product is ClC1=C(C(=CC=C1)C)S(=O)(=O)N(CCOCC(=O)N1CCC(CC1)(CCCN1CCCC1)C1=CC(=CC=C1)F)C1CC1 (2-Chloro-N-cyclopropyl-N-[2-[2-[4-(3-fluorophenyl)-4-(3-pyrrolidin-1-yl-propyl)-piperidin-1-yl]-2-oxo-ethoxy]-ethyl]-6-methyl-benzenesulfonic acid amide). Yield: 30.0%. As a reaction SMILES: [F:1][C:2]1[CH:3]=[C:4]([C:8]2([CH2:21][CH2:22][CH2:23][N:24]3[CH2:28][CH2:27][CH2:26][CH2:25]3)[CH2:13][CH2:12][N:11]([C:14](OC(C)(C)C)=[O:15])[CH2:10][CH2:9]2)[CH:5]=[CH:6][CH:7]=1.C(O)(C(F)(F)F)=O.[Cl:36][C:37]1[CH:42]=[CH:41][CH:40]=[C:39]([CH3:43])[C:38]=1[S:44]([N:47]([CH2:51][CH2:52][O:53][CH2:54]C(O)=O)[CH:48]1[CH2:50][CH2:49]1)(=[O:46])=[O:45].CCN=C=NCCCN(C)C.C1C=CC2N(O)N=NC=2C=1.CCN(C(C)C)C(C)C>ClCCl>[Cl:36][C:37]1[CH:42]=[CH:41][CH:40]=[C:39]([CH3:43])[C:38]=1[S:44]([N:47]([CH:48]1[CH2:50][CH2:49]1)[CH2:51][CH2:52][O:53][CH2:54][C:14]([N:11]1[CH2:10][CH2:9][C:8]([C:4]2[CH:5]=[CH:6][CH:7]=[C:2]([F:1])[CH:3]=2)([CH2:21][CH2:22][CH2:23][N:24]2[CH2:25][CH2:26][CH2:27][CH2:28]2)[CH2:13][CH2:12]1)=[O:15])(=[O:46])=[O:45]. Procedure: A solution of tert-butyl 4-(3-fluorophenyl)-4-(3-(pyrrolidin-1-yl)propyl)piperidine-1-carboxylate (0.2379 mmol, 1.0 eq.) in dichloromethane (3 ml) was Boc-deprotected using standard reaction conditions (see step (vi)/example 25; TFA (3-13 eq.)) and added dropwise to a solution containing 2-(2-(2-chloro-N-cyclopropyl-6-methylphenylsulfonamido)ethoxy)acetic acid [carboxylic acid 2] (1 eq.), EDCI (1.5 eq), HOBt (1.0 eq.) and DIPEA (6.0 eq.) in dichloromethane (5 ml) at 0° C. The mixture was then st... The reactants are [H-].[Na+] (Sodium hydride), CC1(COC2(CC3CC(CC3C2)=O)OC1)C (5,5-dimethyltetrahydro-1′H-spiro[1,3-dioxane-2,2′-pentalen]-5′(3′H)-one). Solvent: C1CCOC1 (THF), C1CCOC1 (THF). Conditions: temperature 0 celsius, time 30 minute. Product: C(C)OC(C=C1CC2CC3(CC2C1)OCC(CO3)(C)C)=O (ethyl[5,5-dimethyltetrahydro-1′H-spiro[1,3-dioxane-2,2′-pentalen]-5′(3′H)-ylidene]ethanoate). Isolated yield 140.2%. Reaction SMILES: [H-].[Na+].[CH3:3][C:4]1([CH3:18])[CH2:17][O:16][C:7]2([CH2:14][CH:13]3[CH:9]([CH2:10][C:11](=O)[CH2:12]3)[CH2:8]2)[O:6][CH2:5]1>C1COCC1>[CH2:5]([O:6][C:7](=[O:16])[CH:8]=[C:11]1[CH2:12][CH:13]2[CH:9]([CH2:8][C:7]3([O:16][CH2:17][C:4]([CH3:18])([CH3:3])[CH2:5][O:6]3)[CH2:14]2)[CH2:10]1)[CH3:4] |f:0.1|. Procedure: Sodium hydride (60% dispersion in mineral oil, 134 mg, 3.34 mmol) was suspended in THF (2 mL) and cooled to 0° C. Triethylphopsphonoacetate (0.55 g, 2.45 mmol) was added dropwise and the mixture was stirred at 0° C. for 30 min. The product of Step 1 (500 mg, 2.229 mmol) was added dropwise as a solution in THF (0.5 mL) and the reaction mixture was stirred 16 hrs while warming from 0° C. to room temperature. The mixture was partitioned between EtOAc and water, the organic layer dried over Na2SO4, ... Reactants: 15B, BrC=1C=CC(=C(C1)C1(C(N(C2=CC=CC=C12)CCCCC)=O)O)O (3-(5-bromo-2-hydroxyphenyl)-3-hydroxy-1-pentyl-1,3-dihydro-2H-indol-2-one), ClC1=CC(=C(C=C1Cl)C1(C(N(C2=CC=CC=C12)CCCCC)=O)O)O (3-(4,5-dichloro-2-hydroxyphenyl)-3-hydroxy-1-pentyl-1,3-dihydro-2H-indol-2-one). Yields the product ClC1=CC(=C(C=C1Cl)C1C(N(C2=CC=CC=C12)CCCCC)=O)O (3-(4,5-dichloro-2-hydroxyphenyl)-1-pentyl-1,3-dihydro-2H-indol-2-one). As a reaction SMILES: BrC1C=CC(O)=C(C2(O)C3C(=CC=CC=3)N(CCCCC)C2=O)C=1.[Cl:25][C:26]1[C:31]([Cl:32])=[CH:30][C:29]([C:33]2(O)[C:41]3[C:36](=[CH:37][CH:38]=[CH:39][CH:40]=3)[N:35]([CH2:42][CH2:43][CH2:44][CH2:45][CH3:46])[C:34]2=[O:47])=[C:28]([OH:49])[CH:27]=1>>[Cl:25][C:26]1[C:31]([Cl:32])=[CH:30][C:29]([CH:33]2[C:41]3[C:36](=[CH:37][CH:38]=[CH:39][CH:40]=3)[N:35]([CH2:42][CH2:43][CH2:44][CH2:45][CH3:46])[C:34]2=[O:47])=[C:28]([OH:49])[CH:27]=1. Procedure details: Following the procedure as described in PREPARATION 15B, and making non-critical variations to replace 3-(5-bromo-2-hydroxyphenyl)-3-hydroxy-1-pentyl-1,3-dihydro-2H-indol-2-one with 3-(4,5-dichloro-2-hydroxyphenyl)-3-hydroxy-1-pentyl-1,3-dihydro-2H-indol-2-one, the title compound was obtained (86%): 1H NMR (300 MHz, CDCl3) δ 10.0-9.50 (br, 1H), 7.42 (t, 1H), 7.32 (d, 1H), 7.22 (td, 1H), 7.09 (s, 1H), 6.95 (d, 1H), 6.93 (s, 1H), 5.04(s, 1H), 3.77-3.68 (m, 2H), 1.77-1.62 (m, 2H), 1.40-1.27 (m, 4H)... Reactants: S(O)(O)(=O)=O (sulfuric acid), C(C)(C)(CC)C1=CC=CC=C1 (t-amylbenzene), I(=O)(=O)[O-].[K+] (potassium iodate), C(C)(=O)OC(C)=O (acetic anhydride). Run in ClCCl (dichloromethane), O (water). Run at time 2 hour. The product is S(=O)(=O)([O-])[O-].C(C)(C)(CC)C1=CC=C(C=C1)[IH+].C(C)(C)(CC)C1=CC=C(C=C1)[IH+] ((4-t-amylphenyl)iodonium sulfate). Reaction SMILES: [C:1]([C:6]1[CH:11]=[CH:10][CH:9]=[CH:8][CH:7]=1)([CH2:4][CH3:5])([CH3:3])[CH3:2].[I:12]([O-])(=O)=O.[K+].C(OC(=O)C)(=O)C.[S:24](=[O:28])(=[O:27])([OH:26])[OH:25]>O.ClCCl>[S:24]([O-:28])([O-:27])(=[O:26])=[O:25].[C:1]([C:6]1[CH:7]=[CH:8][C:9]([IH+:12])=[CH:10][CH:11]=1)([CH2:4][CH3:5])([CH3:2])[CH3:3].[C:1]([C:6]1[CH:7]=[CH:8][C:9]([IH+:12])=[CH:10][CH:11]=1)([CH2:4][CH3:5])([CH3:2])[CH3:3] |f:1.2,7.8.9|. Procedure: Sixty grams of t-amylbenzene, 39.5 g of potassium iodate, 81 g of acetic anhydride and 170 ml of dichloromethane were mixed, and 66.8 g of concentrated sulfuric acid was slowly added thereto under ice cooling. After stirring under ice cooling for 2 hours, the mixture was stirred at room temperature for 10 hours. To the reaction solution, 500 ml of water was added under ice cooling, and the resulting solution was extracted with dichloromethane. An organic phase was washed with sodium hydrogencarb... Reactants: [N+](=O)([O-])C=1SC(=CC1)C=O (2-nitrothiophen-5-carboxaldehyde), S1C(=CC=C1)S(=O)(=O)CC#N (thien-2-ylsulfonylacetonitrile). Product: [N+](=O)([O-])C=1SC(=CC1)/C=C(\C#N)/S(=O)(=O)C=1SC=CC1 ((E)-3-(2-nitrothien-5-yl)-2-(thien-2-ylsulfonyl)acrylonitrile). Reaction SMILES: [N+:1]([C:4]1[S:5][C:6]([CH:9]=O)=[CH:7][CH:8]=1)([O-:3])=[O:2].[S:11]1[CH:15]=[CH:14][CH:13]=[C:12]1[S:16]([CH2:19][C:20]#[N:21])(=[O:18])=[O:17]>>[N+:1]([C:4]1[S:5][C:6](/[CH:9]=[C:19](/[S:16]([C:12]2[S:11][CH:15]=[CH:14][CH:13]=2)(=[O:18])=[O:17])\[C:20]#[N:21])=[CH:7][CH:8]=1)([O-:3])=[O:2]. Procedure: Reaction of 2-nitrothiophen-5-carboxaldehyde and thien-2-ylsulfonylacetonitrile as in Example 1 gave (E)-3-(2-nitrothien-5-yl)-2-(thien-2-ylsulfonyl)acrylonitrile The product is COc1ccc(C(=O)c2cccc(C)c2Cl)cc1. RXN SMILES: [CH3:12][O:13][c:14]1[cH:15][cH:16][cH:17][cH:18][cH:19]1.[Cl:1][c:2]1[c:3]([C:4](=[O:5])[Cl:6])[cH:7][cH:8][cH:9][c:10]1[CH3:11].[Cl:20][CH2:21][Cl:22]>>[Cl:1][c:2]1[c:3]([C:4](=[O:5])[c:17]2[cH:16][cH:15][c:14]([O:13][CH3:12])[cH:19][cH:18]2)[cH:7][cH:8][cH:9][c:10]1[CH3:11]. Starting materials: COc1ccccc1, Cc1cccc(C(=O)Cl)c1Cl, ClCCl.